This data is from the Open Reaction Database (ORD), a public repository of structured organic reaction records. The task is: describe an organic reaction: reactants, conditions, products, and yield Reactants: Br, COC(=O)CC1CCc2cc(OC)ccc2C1=O, CC(=O)O. Yields the product COC(=O)CC1CCc2cc(O)ccc2C1=O. RXN SMILES: [BrH:19].[CH3:1][O:2][c:3]1[cH:4][c:5]2[c:10]([cH:11][cH:12]1)[C:9](=[O:13])[CH:8]([CH2:14][C:15](=[O:16])[O:17][CH3:18])[CH2:7][CH2:6]2.[CH3:20][C:21](=[O:22])[OH:23]>>[OH:2][c:3]1[cH:4][c:5]2[c:10]([cH:11][cH:12]1)[C:9](=[O:13])[CH:8]([CH2:14][C:15](=[O:16])[O:17][CH3:18])[CH2:7][CH2:6]2.